From a dataset of the Open Reaction Database (ORD), a public repository of structured organic reaction records. describe an organic reaction: reactants, conditions, products, and yield The reactants are O=C(Cl)C(=O)Cl, ClCCl, Cc1nc(-c2ccc(F)cc2)ccc1C(=O)O, CN(C)C=O. Product: Cc1nc(-c2ccc(F)cc2)ccc1C(=O)Cl. Reaction SMILES: [Cl:23][C:24]([C:25]([Cl:26])=[O:27])=[O:28].[Cl:29][CH2:30][Cl:31].[F:1][c:2]1[cH:3][cH:4][c:5](-[c:8]2[cH:9][cH:10][c:11]([C:15](=[O:16])[OH:17])[c:12]([CH3:14])[n:13]2)[cH:6][cH:7]1.[O:18]=[CH:19][N:20]([CH3:21])[CH3:22]>>[F:1][c:2]1[cH:3][cH:4][c:5](-[c:8]2[cH:9][cH:10][c:11]([C:15](=[O:17])[Cl:23])[c:12]([CH3:14])[n:13]2)[cH:6][cH:7]1. The reactants are ClC1=NC=C(C=C1Cl)C1=NOC(=C1)CC (3-(2,3-Dichloro-5-pyridyl)-5-ethylisoxazole), C[S-].[Na+] (sodium methanethiolate). Run in C(C)(C)(C)O (t-butanol). Reaction conditions: time 3 hour. Product: ClC=1C(=NC=C(C1)C1=NOC(=C1)CC)SC (3-(3-Chloro-2-methylthio-5-pyridyl)-5-ethylisoxazole). The yield is 82.6%. RXN SMILES: Cl[C:2]1[C:7]([Cl:8])=[CH:6][C:5]([C:9]2[CH:13]=[C:12]([CH2:14][CH3:15])[O:11][N:10]=2)=[CH:4][N:3]=1.[CH3:16][S-:17].[Na+]>C(O)(C)(C)C>[Cl:8][C:7]1[C:2]([S:17][CH3:16])=[N:3][CH:4]=[C:5]([C:9]2[CH:13]=[C:12]([CH2:14][CH3:15])[O:11][N:10]=2)[CH:6]=1 |f:1.2|. Procedure: 3-(2,3-Dichloro-5-pyridyl)-5-ethylisoxazole (0.71 g, 2.9 mmol) was dissolved in t-butanol (15 mL) and sodium methanethiolate (0.3 g, 4.3 mmol) added. The reaction mixture was heated under reflux with stirring for 3 hours, cooled, and poured onto ice. The resulting cream precipitate was collected by filtration, dissolved in dichloromethane (50 mL) and dried over anhydrous sodium sulphate. Evaporation of the solvent under reduced pressure gave the desired product (0.61 g, 83%) as a cream solid, me... The reactants are CN(C)C=O, CCO, NC(=O)c1nn(CC(=O)Nc2cccc(F)c2)cc1[N+](=O)[O-], NN, O. Product: NC(=O)c1nn(CC(=O)Nc2cccc(F)c2)cc1N. RXN SMILES: [CH3:26][N:27]([CH3:28])[CH:29]=[O:30].[CH3:31][CH2:32][OH:33].[F:4][c:5]1[cH:6][c:7]([NH:11][C:12]([CH2:13][n:14]2[n:15][c:16]([C:22](=[O:23])[NH2:24])[c:17]([N+:19]([O-:20])=[O:21])[cH:18]2)=[O:25])[cH:8][cH:9][cH:10]1.[NH2:2][NH2:3].[OH2:1]>>[F:4][c:5]1[cH:6][c:7]([NH:11][C:12]([CH2:13][n:14]2[n:15][c:16]([C:22](=[O:23])[NH2:24])[c:17]([NH2:19])[cH:18]2)=[O:25])[cH:8][cH:9][cH:10]1. Reactants: CN(C)C=O, [H-], [Na+], C1COC2(CCC(C3CO3)CC2)O1, O, Oc1ccccc1. The product is OC(COc1ccccc1)C1CCC2(CC1)OCCO2. As a reaction SMILES: [CH3:24][N:25]([CH3:26])[CH:27]=[O:28].[H-:1].[Na+:2].[O:10]1[CH:11]([CH:13]2[CH2:14][CH2:15][C:16]3([O:17][CH2:18][CH2:19][O:20]3)[CH2:21][CH2:22]2)[CH2:12]1.[OH2:23].[OH:3][c:4]1[cH:5][cH:6][cH:7][cH:8][cH:9]1>>[c:4]1([O:10][CH2:12][CH:11]([CH:13]2[CH2:14][CH2:15][C:16]3([O:17][CH2:18][CH2:19][O:20]3)[CH2:21][CH2:22]2)[OH:23])[cH:5][cH:6][cH:7][cH:8][cH:9]1. Reactants: C(C1=CC=CC=C1)=O (benzaldehyde), C1(=CC=CC=C1)C1=NOC(=C1C(=O)NC)C (3-phenyl-5,N-dimethyl-isoxazole-4-carboxamide), C(CCC)[Li] (n-butyllithium), CCCCCC (hexane). Solvent: O1CCCC1 (tetrahydrofuran), O1CCCC1 (tetrahydrofuran). Conditions: temperature -30 celsius, time 2 hour. The product is C1(=CC=CC=C1)C1=NOC(=C1C(=O)NC)CC(C1=CC=CC=C1)O (3-phenyl-5-(β-hydroxyphenethyl)-N-methyl-isoxazole-4-carboxamide). As a reaction SMILES: [C:1]1([C:7]2[C:11]([C:12]([NH:14][CH3:15])=[O:13])=[C:10]([CH3:16])[O:9][N:8]=2)[CH:6]=[CH:5][CH:4]=[CH:3][CH:2]=1.C([Li])CCC.CCCCCC.[CH:28](=[O:35])[C:29]1[CH:34]=[CH:33][CH:32]=[CH:31][CH:30]=1>O1CCCC1>[C:1]1([C:7]2[C:11]([C:12]([NH:14][CH3:15])=[O:13])=[C:10]([CH2:16][CH:28]([OH:35])[C:29]3[CH:34]=[CH:33][CH:32]=[CH:31][CH:30]=3)[O:9][N:8]=2)[CH:2]=[CH:3][CH:4]=[CH:5][CH:6]=1. Reported procedure: A suspension of 75 g. (0.348 mole) of 3-phenyl-5,N-dimethyl-isoxazole-4-carboxamide and 1 liter of tetrahydrofuran is cooled to -65° C. and 478 ml. of 1.6M n-butyllithium in hexane (0.765 mole) is added dropwise maintaining the temperature between -60° and -70° C. After the addition is complete, the orange suspension is stirred for 11/2 hours at -60° to -70° C., and then 37.2 g. (0.350 mole) of benzaldehyde in 375 ml. tetrahydrofuran is added dropwise maintaining the temperature between -60° and... Reactants: ClC=1C=C2C(=C(N(C2=CC1)S(=O)(=O)C1=CC=CC=C1)C(=O)OCC)S(=O)(=O)Cl (ethyl 5-chloro-3-(chlorosulfonyl)-1-(phenylsulfonyl)-1H-indole-2-carboxylate), CNCCN1N=CN=C1 (N-methyl-N-[2-(1H-1,2,4-triazol-1-yl)ethyl]amine), BrC=1C=C2C(=C(N(C2=CC1)S(=O)(=O)C1=CC=CC=C1)C(=O)OCC)S(=O)(=O)Cl (ethyl 5-bromo-3-(chlorosulfonyl)-1-(phenylsulfonyl)-1H-indole-2-carboxylate), Cl.CN (methylamine hydrochloride). The product is BrC=1C=C2C(=C(NC2=CC1)C(=O)N)S(=O)(=O)N(CCN1N=CN=C1)C (5-Bromo-3-({methyl[2-(1H-1,2,4-triazol-1-yl)ethyl]amino}sulfonyl)-1H-indole-2-carboxamide). Reaction SMILES: ClC1C=C2C(=CC=1)[N:7](S(C1C=CC=CC=1)(=O)=O)C(C(OCC)=O)=C2S(Cl)(=O)=O.[Br:29][C:30]1[CH:31]=[C:32]2[C:36](=[CH:37][CH:38]=1)[N:35](S(C1C=CC=CC=1)(=O)=O)[C:34]([C:48]([O:50]CC)=O)=[C:33]2[S:53](Cl)(=[O:55])=[O:54].Cl.CN.[CH3:60][NH:61][CH2:62][CH2:63][N:64]1[CH:68]=[N:67][CH:66]=[N:65]1>>[Br:29][C:30]1[CH:31]=[C:32]2[C:36](=[CH:37][CH:38]=1)[NH:35][C:34]([C:48]([NH2:7])=[O:50])=[C:33]2[S:53]([N:61]([CH3:60])[CH2:62][CH2:63][N:64]1[CH:68]=[N:67][CH:66]=[N:65]1)(=[O:54])=[O:55] |f:2.3|. Reported procedure: Following the procedures described in Steps D and E of Example 1, replacing in Step D ethyl 5-chloro-3-(chlorosulfonyl)-1-(phenylsulfonyl)-1H-indole-2-carboxylate with ethyl 5-bromo-3-(chlorosulfonyl)-1-(phenylsulfonyl)-1H-indole-2-carboxylate, and methylamine hydrochloride with N-methyl-N-[2-(1H-1,2,4-triazol-1-yl)ethyl]amine, the title compound was obtained. Proton NMR for the product was consistent with the titled compound. ESI+ MS: 427.2 [M+H]+. Starting materials: N(=NC(=O)OC(C)C)C(=O)OC(C)C (diisopropyl azodicarboxylate), C1(=CC=CC=C1)P(C1=CC=CC=C1)C1=CC=CC=C1 (triphenylphosphine), C(C)(C)OCCO (2-isopropoxyethanol), [N+](=O)([O-])C=1C(=NNC1C(=O)OC)C(=O)OC (Dimethyl 4-nitro-1H-pyrazole-3,5-dicarboxylate). The solvent is O1CCCC1 (tetrahydrofuran). Conditions: temperature 0 celsius, time 30 minute. The product is C(C)(C)OCCN1N=C(C(=C1C(=O)OC)[N+](=O)[O-])C(=O)OC (Dimethyl 1-(2-isopropoxyethyl)-4-nitro-1H-pyrazole-3,5-dicarboxylate). Reaction SMILES: [N+:1]([C:4]1[C:5]([C:13]([O:15][CH3:16])=[O:14])=[N:6][NH:7][C:8]=1[C:9]([O:11][CH3:12])=[O:10])([O-:3])=[O:2].C1(P(C2C=CC=CC=2)C2C=CC=CC=2)C=CC=CC=1.[CH:36]([O:39][CH2:40][CH2:41]O)([CH3:38])[CH3:37].N(C(OC(C)C)=O)=NC(OC(C)C)=O>O1CCCC1>[CH:36]([O:39][CH2:40][CH2:41][N:7]1[C:8]([C:9]([O:11][CH3:12])=[O:10])=[C:4]([N+:1]([O-:3])=[O:2])[C:5]([C:13]([O:15][CH3:16])=[O:14])=[N:6]1)([CH3:38])[CH3:37]. Procedure: Dimethyl 4-nitro-1H-pyrazole-3,5-dicarboxylate (11.4 g, 50 mmol) was dissolved in tetrahydrofuran (200 mL) and the solution treated with triphenylphosphine (14.4 g, 55 mmol) and 2-isopropoxyethanol (6.36 mL, 55 mmol). The mixture was cooled on an ice bath to 0° C. and diisopropyl azodicarboxylate (10.8 mL, 55 mmol) added dropwise over 10 minutes, keeping the temperature between 20° C. and 30° C. The reaction mixture was then stirred at room temperature for 30 minutes. The reaction mixture was co... The reactants are CC(C)(C)[Si](C)(C)Cl, ClCCl, COc1cc(Cc2[nH]c(=O)c(CC(C)C)[n+]([O-])c2O)cc(OC)c1OC, c1c[nH]cn1. Product: COc1cc(Cc2[nH]c(=O)c(CC(C)C)[n+]([O-])c2OC)cc(OC)c1OC. As a reaction SMILES: [C:27]([Si:28]([Cl:29])([CH3:30])[CH3:31])([CH3:32])([CH3:33])[CH3:34].[Cl:40][CH2:41][Cl:42].[OH:1][c:2]1[n+:3]([O-:26])[c:4]([CH2:22][CH:23]([CH3:24])[CH3:25])[c:5](=[O:21])[nH:6][c:7]1[CH2:8][c:9]1[cH:10][c:11]([O:19][CH3:20])[c:12]([O:17][CH3:18])[c:13]([O:15][CH3:16])[cH:14]1.[nH:35]1[cH:36][cH:37][n:38][cH:39]1>>[O:1]([c:2]1[n+:3]([O-:26])[c:4]([CH2:22][CH:23]([CH3:24])[CH3:25])[c:5](=[O:21])[nH:6][c:7]1[CH2:8][c:9]1[cH:10][c:11]([O:19][CH3:20])[c:12]([O:17][CH3:18])[c:13]([O:15][CH3:16])[cH:14]1)[CH3:27]. Starting materials: CCN(C(C)C)C(C)C (Hunig's Base), CN(C)C(=[N+](C)C)ON1C2=C(C=CC=C2)N=N1.[B-](F)(F)(F)F (TBTU), C(C)(C)(C)N (tert-butyl amine), BrC=1C=CC(=NC1)C(=O)O (5-Bromopicolinic acid). Reaction SMILES: [Br:1][C:2]1[CH:3]=[CH:4][C:5]([C:8]([OH:10])=O)=[N:6][CH:7]=1.CCN(C(C)C)C(C)C.CN(C(ON1N=NC2C=CC=CC1=2)=[N+](C)C)C.[B-](F)(F)(F)F.[C:42]([NH2:46])([CH3:45])([CH3:44])[CH3:43]>O1CCOCC1>[C:42]([NH:46][C:8]([C:5]1[CH:4]=[CH:3][C:2]([Br:1])=[CH:7][N:6]=1)=[O:10])([CH3:45])([CH3:44])[CH3:43] |f:2.3|. Run in O1CCOCC1 (dioxane). Procedure: 5-Bromopicolinic acid (200 mg, 0.99 mmol) was dissolved in dioxane (2 ml) and Hunig's Base (520 μl, 2.97 mmol, 3 equiv.), TBTU (350 mg, 1.09 mmol, 1.1 equiv.) and tert-butyl amine (124 μl, 1.19 mmol, 1.2 equiv.) were added at room temperature. The mixture was stirred for 16 hours at room temperature. The reaction mixture was evaporated and extracted saturated NaHCO3 solution and two times with a small volume of dichloromethane. The crude product was purified by flash chromatography by directly l... Yields the product C(C)(C)(C)NC(=O)C1=NC=C(C=C1)Br (5-bromo-pyridine-2-carboxylic acid tert-butylamide). Isolated yield 92.3%. Conditions: time 16 hour. As a reaction SMILES: [CH3:23][OH:24].[ClH:19].[Pt:20](=[O:21])=[O:22].[c:1]1([CH2:7][CH2:8][N:9]2[CH2:10][CH2:11][C:12]([CH:15]=[N:16][OH:17])([CH3:18])[CH2:13][CH2:14]2)[cH:2][cH:3][cH:4][cH:5][cH:6]1>>[c:1]1([CH2:7][CH2:8][N:9]2[CH2:10][CH2:11][C:12]([CH2:15][NH2:16])([CH3:18])[CH2:13][CH2:14]2)[cH:2][cH:3][cH:4][cH:5][cH:6]1. The reactants are CO, Cl, O=[Pt]=O, CC1(C=NO)CCN(CCc2ccccc2)CC1. Yields the product CC1(CN)CCN(CCc2ccccc2)CC1.